From a dataset of the Open Reaction Database (ORD), a public repository of structured organic reaction records. describe an organic reaction: reactants, conditions, products, and yield The reactants are CC(=O)c1ccco1, C1COCCO1, O, O=[Se]=O. The product is O=CC(=O)c1ccco1. RXN SMILES: [CH3:5][C:6](=[O:7])[c:8]1[cH:9][cH:10][cH:11][o:12]1.[O:13]1[CH2:14][CH2:15][O:16][CH2:17][CH2:18]1.[OH2:4].[Se:1](=[O:2])=[O:3]>>[O:4]=[CH:5][C:6](=[O:7])[c:8]1[cH:9][cH:10][cH:11][o:12]1. Reactants: ClC1=CC=C(C=C1)C(C=1N=C(N(C1)S(=O)(=O)N(C)C)[Si](CC)(CC)CC)(O)C=1C=C2C(=CC(N(C2=CC1)C)=O)C1=CC=CC=C1 ((±)-4-[(4-chlorophenyl)(1,2-dihydro-1-methyl-2-oxo-4-phenyl-6-quinolinyl)hydroxymethyl]-N,N-dimethyl-2-(triethylsilyl)-1H-imidazole-1-sulfonamide), [NH4+].[OH-] (NH4OH). Solvent: S(O)(O)(=O)=O (sulfuric acid), O (water). Run at temperature 110 celsius. The product is ClC1=CC=C(C=C1)C(C=1N=CN(C1)S(=O)(=O)N(C)C)(O)C=1C=C2C(=CC(N(C2=CC1)C)=O)C1=CC=CC=C1 ((±)-4-[(4-chlorophenyl)(1,2-dihydro-1-methyl-2-oxo-4-phenyl-6-quinolinyl)hydroxymethyl]-N,N-dimethyl-1H-imidazole-1-sulfonamide). The yield is 11.2%. RXN SMILES: [Cl:1][C:2]1[CH:7]=[CH:6][C:5]([C:8]([C:28]2[CH:29]=[C:30]3[C:35](=[CH:36][CH:37]=2)[N:34]([CH3:38])[C:33](=[O:39])[CH:32]=[C:31]3[C:40]2[CH:45]=[CH:44][CH:43]=[CH:42][CH:41]=2)([OH:27])[C:9]2[N:10]=[C:11]([Si](CC)(CC)CC)[N:12]([S:14]([N:17]([CH3:19])[CH3:18])(=[O:16])=[O:15])[CH:13]=2)=[CH:4][CH:3]=1.[NH4+].[OH-]>S(=O)(=O)(O)O.O>[Cl:1][C:2]1[CH:7]=[CH:6][C:5]([C:8]([C:28]2[CH:29]=[C:30]3[C:35](=[CH:36][CH:37]=2)[N:34]([CH3:38])[C:33](=[O:39])[CH:32]=[C:31]3[C:40]2[CH:41]=[CH:42][CH:43]=[CH:44][CH:45]=2)([OH:27])[C:9]2[N:10]=[CH:11][N:12]([S:14]([N:17]([CH3:18])[CH3:19])(=[O:15])=[O:16])[CH:13]=2)=[CH:4][CH:3]=1 |f:1.2|. Procedure details: A mixture of intermediate (3-a) (26 g) in sulfuric acid (2.5 ml) and water (250 ml) was stirred and heated at 110° C. for 2 hours. The mixture was poured into ice, basified with NH4OH and extracted with DCM. The organic layer was dried, filtered off and evaporated till dryness. The residue was purified by column chromatography over silica gel (eluent: CH2Cl2/CH3OH/NH4OH 99/1/0.2). The pure fractions were collected and evaporated, yielding 2.4 g (11%) of (±)-4-[(4-chlorophenyl)(1,2-dihydro-1-meth... The reactants are C1(=CC=CC=C1)OC1=CC=CC=C1 (diphenyl ether), NC1=CC=CC=C1 (aniline), CCCCCC.CCOC(=O)C (Hexane EtOAc). Procedure: A three-neck flask containing diphenyl ether (1.9 mL; 11.75 mmol) was placed into a preheated sand bath heated to ˜300° C. and the sand bath allowed to slowly heat further to ˜330° C. so as the internal temperature was between 245-250° C. The aniline derivative 1s1 was added portion-wise (immediately seeing gas evolution) at a rate as to maintain the internal temperature at 240-245° C. (addition time 5-10 min). Once addition was complete, the yellow solution was maintained at 245-250° C. for 20 ... As a reaction SMILES: [C:1]1([O:7][C:8]2[CH:13]=[CH:12][CH:11]=[CH:10][CH:9]=2)C=CC=CC=1.[NH2:14][C:15]1C=CC=CC=1.[CH3:21]CCCCC.CCO[C:30]([CH3:32])=[O:31]>>[OH:31][C:30]1[C:11]2[C:12](=[C:13]([CH3:21])[C:8]([O:7][CH3:1])=[CH:9][CH:10]=2)[N:14]=[CH:15][CH:32]=1 |f:2.3|. The product is OC1=CC=NC2=C(C(=CC=C12)OC)C (4-hydroxy-7-methoxy-8-methyl-quinoline). Reaction conditions: temperature 300 celsius, time 20 minute.